This data is from the Open Reaction Database (ORD), a public repository of structured organic reaction records. The task is: describe an organic reaction: reactants, conditions, products, and yield The reactants are C(#N)C=C1CC(C1)C#N (3-(Cyanomethylene)cyclobutanecarbonitrile), N12CCCCCC2=NCCC1 (1,8-diazabicyclo[5.4.0]undec-7-ene), N1N=CC(=C1)C=1C2=C(N=CN1)N(C=C2)COCC[Si](C)(C)C (4-(1H-pyrazol-4-yl)-7-[2-(trimethylsilyl)ethoxy]methyl-7H-pyrrolo[2,3-d]pyrimidine), C(C)#N (acetonitrile). Product: C(#N)CC1(CC(C1)C#N)N1N=CC(=C1)C=1C2=C(N=CN1)N(C=C2)COCC[Si](C)(C)C (3-(cyanomethyl)-3-[4-(7-[2-(trimethylsilyl)ethoxy]methyl-7H-pyrrolo[2,3-d]pyrimidin-4-yl)-1H-pyrazol-1-yl]cyclobutanecarbonitrile). Reaction SMILES: [C:1]([CH:3]=[C:4]1[CH2:7][CH:6]([C:8]#[N:9])[CH2:5]1)#[N:2].[NH:10]1[CH:14]=[C:13]([C:15]2[C:16]3[CH:23]=[CH:22][N:21]([CH2:24][O:25][CH2:26][CH2:27][Si:28]([CH3:31])([CH3:30])[CH3:29])[C:17]=3[N:18]=[CH:19][N:20]=2)[CH:12]=[N:11]1.C(#N)C.N12CCCN=C1CCCCC2>>[C:1]([CH2:3][C:4]1([N:10]2[CH:14]=[C:13]([C:15]3[C:16]4[CH:23]=[CH:22][N:21]([CH2:24][O:25][CH2:26][CH2:27][Si:28]([CH3:31])([CH3:30])[CH3:29])[C:17]=4[N:18]=[CH:19][N:20]=3)[CH:12]=[N:11]2)[CH2:7][CH:6]([C:8]#[N:9])[CH2:5]1)#[N:2]. Reported procedure: 3-(Cyanomethylene)cyclobutanecarbonitrile (120 mg, 0.0010 mol) was combined with 4-(1H-pyrazol-4-yl)-7-[2-(trimethylsilyl)ethoxy]methyl-7H-pyrrolo[2,3-d]pyrimidine (0.1 g, 0.0003 mol) in acetonitrile (2 mL, 0.04 mol) and 1,8-diazabicyclo[5.4.0]undec-7-ene (6 μL, 0.00004 mol) under nitrogen. The mixture was stirred at room temperature over the weekend. After evaporation to dryness, the crude mixture was purified by flash column, eluting with 0 to 10% MeOH in dichloromethane, to give the desired p...